Dataset: the Open Reaction Database (ORD), a public repository of structured organic reaction records. Task: describe an organic reaction: reactants, conditions, products, and yield Procedure details: Using the method of Nylen, Ber., 57B, 1023 (1924), a solution of 21 parts of triethyl carboxyphosphonate in 60 parts of water containing 24 parts of 50% sodium hydroxide was refluxed for 2 hrs. The solution was allowed to cool overnight. Filtration of the reaction mixture gave 4.7 parts of the product, trisodium carboxyphosphonate hexahydrate, mp >250°; νKBr = 1560, 1530 cm-1. Reaction SMILES: CC[O:3][C:4]([P:6]([O:11]CC)([O:8]CC)=[O:7])=[O:5].[OH-:14].[Na+:15]>O>[OH2:3].[OH2:14].[OH2:3].[OH2:3].[OH2:3].[OH2:3].[C:4]([P:6](=[O:7])([O-:11])[O-:8])([OH:5])=[O:3].[Na+:15].[Na+:15].[Na+:15] |f:1.2,4.5.6.7.8.9.10.11.12.13|. The product is O.O.O.O.O.O.C(=O)(O)P([O-])([O-])=O.[Na+].[Na+].[Na+] (trisodium carboxyphosphonate hexahydrate). The reactants are 57B, 21, CCOC(=O)P(=O)(OCC)OCC (triethyl carboxyphosphonate), [OH-].[Na+] (sodium hydroxide). Solvent: O (water). The reactants are ClC=1C=C2C(=C(N(C2=CC1)S(=O)(=O)C1=CC=CC=C1)C(=O)OCC)S(=O)(=O)Cl (ethyl 5-chloro-3-(chlorosulfonyl)-1-(phenylsulfonyl)-1H-indole-2-carboxylate), Cl.CONC (N-methoxy-N-methylamine hydrochloride), BrC=1C=C2C(=C(N(C2=CC1)S(=O)(=O)C1=CC=CC=C1)C(=O)OCC)S(=O)(=O)Cl (ethyl 5-bromo-3-(chlorosulfonyl)-1-(phenylsulfonyl)-1H-indole-2-carboxylate), Cl.CN (methylamine hydrochloride). Yields the product BrC=1C=C2C(=C(NC2=CC1)C(=O)N)S(=O)(=O)N(C)OC (5-Bromo-3-{[methoxy(methyl)amino]sulfonyl}-1H-indole-2-carboxamide). As a reaction SMILES: ClC1C=C2C(=CC=1)[N:7](S(C1C=CC=CC=1)(=O)=O)C(C(OCC)=O)=C2S(Cl)(=O)=O.[Br:29][C:30]1[CH:31]=[C:32]2[C:36](=[CH:37][CH:38]=1)[N:35](S(C1C=CC=CC=1)(=O)=O)[C:34]([C:48](OCC)=[O:49])=[C:33]2[S:53](Cl)(=[O:55])=[O:54].Cl.CN.Cl.[CH3:61][O:62][NH:63][CH3:64]>>[Br:29][C:30]1[CH:31]=[C:32]2[C:36](=[CH:37][CH:38]=1)[NH:35][C:34]([C:48]([NH2:7])=[O:49])=[C:33]2[S:53]([N:63]([O:62][CH3:61])[CH3:64])(=[O:54])=[O:55] |f:2.3,4.5|. Procedure details: Following the procedures described in Steps D and E of Example 1, replacing in Step D ethyl 5-chloro-3-(chlorosulfonyl)-1-(phenylsulfonyl)-1H-indole-2-carboxylate with ethyl 5-bromo-3-(chlorosulfonyl)-1-(phenylsulfonyl)-1H-indole-2-carboxylate, and methylamine hydrochloride with N-methoxy-N-methylamine hydrochloride, the title compound was obtained. Proton NMR for the product was consistent with the titled compound. ESI+ MS: 362.13 [M+H]+. Starting materials: N1=CC=CC2=CC(=CC=C12)CN1N=NC=2C1=NC(=CN2)C(C)=O (1-(1-(quinolin-6-ylmethyl)-1H-[1,2,3]triazolo[4,5-b]pyrazin-6-yl)ethanone), NN1C(OCC1)=O (3-aminooxazolidin-2-one). The product is N1=CC=CC2=CC(=CC=C12)CN1N=NC=2C1=NC(=CN2)\C(\C)=N\N2C(OCC2)=O ((E)-3-(1-(1-(Quinolin-6-ylmethyl)-1H-[1,2,3]triazolo[4,5-b]pyrazin-6-yl)ethylideneamino)oxazolidin-2-one). Reaction SMILES: [N:1]1[C:10]2[C:5](=[CH:6][C:7]([CH2:11][N:12]3[C:16]4=[N:17][C:18]([C:21](=O)[CH3:22])=[CH:19][N:20]=[C:15]4[N:14]=[N:13]3)=[CH:8][CH:9]=2)[CH:4]=[CH:3][CH:2]=1.[NH2:24][N:25]1[CH2:29][CH2:28][O:27][C:26]1=[O:30]>>[N:1]1[C:10]2[C:5](=[CH:6][C:7]([CH2:11][N:12]3[C:16]4=[N:17][C:18](/[C:21](=[N:24]/[N:25]5[CH2:29][CH2:28][O:27][C:26]5=[O:30])/[CH3:22])=[CH:19][N:20]=[C:15]4[N:14]=[N:13]3)=[CH:8][CH:9]=2)[CH:4]=[CH:3][CH:2]=1. Reported procedure: The title compound was prepared in analogy to the synthesis of example 52 from 1-(1-(quinolin-6-ylmethyl)-1H-[1,2,3]triazolo[4,5-b]pyrazin-6-yl)ethanone and 3-aminooxazolidin-2-one. 1H-NMR (400 MHz, DMSO-d6) δ ppm 9.42 (s, 1H), 8.89 (m, 1H), 8.36 (d, 1H), 8.02 (m, 2H), 7.84 (m, 1H), 7.53 (m, 1H), 6.24 (s, 2H), 4.51 (t, 2H), 4.15 (t, 1H), 4.08 (t, 2H), 2.73 (s, 1H), 2.46 (s, 3H). LCMS (method B): [MH]+=389, tR=1.87 min.